Dataset: the Open Reaction Database (ORD), a public repository of structured organic reaction records. Task: describe an organic reaction: reactants, conditions, products, and yield Starting materials: O=C(n1ccnc1)n1ccnc1, CS(C)=O, O=C(O)c1c(Nc2ccc(I)cc2F)cncc1-c1ccccc1Cl, NN, O. Yields the product NNC(=O)c1c(Nc2ccc(I)cc2F)cncc1-c1ccccc1Cl. As a reaction SMILES: [C:1]([n:2]1[cH:3][cH:4][n:5][cH:6]1)([n:7]1[cH:8][cH:9][n:10][cH:11]1)=[O:12].[CH3:41][S:42]([CH3:43])=[O:44].[Cl:13][c:14]1[c:15](-[c:20]2[c:21]([C:22](=[O:23])[OH:24])[c:25]([NH:29][c:30]3[c:31]([F:37])[cH:32][c:33]([I:36])[cH:34][cH:35]3)[cH:26][n:27][cH:28]2)[cH:16][cH:17][cH:18][cH:19]1.[NH2:39][NH2:40].[OH2:38]>>[Cl:13][c:14]1[c:15](-[c:20]2[c:21]([C:22](=[O:24])[NH:39][NH2:40])[c:25]([NH:29][c:30]3[c:31]([F:37])[cH:32][c:33]([I:36])[cH:34][cH:35]3)[cH:26][n:27][cH:28]2)[cH:16][cH:17][cH:18][cH:19]1. Reactants: C(CC#C)C=1OC2=C(N1)C=CC=C2 (2-(But-3-ynyl)benzo[d]oxazole), C(CC#C)C=1OC2=C(N1)C=CC=C2 (2-(But-3-ynyl)benzo[d]oxazole), FC=1C(=NC=CC1)I (3-fluoro-2-iodopyridine). The reagents and catalysts are Cl[Pd]([P](C1=CC=CC=C1)(C2=CC=CC=C2)C3=CC=CC=C3)([P](C4=CC=CC=C4)(C5=CC=CC=C5)C6=CC=CC=C6)Cl (Pd(PPh3)2Cl2), [Cu](I)I (copper iodide). The solvent is C(C)N(CC)CC (triethylamine), C(C)N(CC)CC (triethylamine). Run at time 5 minute. The product is FC=1C(=NC=CC1)C#CCCC=1OC2=C(N1)C=CC=C2 (2-(4-(3-fluoropyridin-2-yl)but-3-ynyl)benzo[d]oxazole). Isolated yield 15.2%. RXN SMILES: [F:1][C:2]1[C:3](I)=[N:4][CH:5]=[CH:6][CH:7]=1.[CH2:9]([C:13]1[O:14][C:15]2[CH:21]=[CH:20][CH:19]=[CH:18][C:16]=2[N:17]=1)[CH2:10][C:11]#[CH:12]>C(N(CC)CC)C.[Cu](I)I.Cl[Pd](Cl)([P](C1C=CC=CC=1)(C1C=CC=CC=1)C1C=CC=CC=1)[P](C1C=CC=CC=1)(C1C=CC=CC=1)C1C=CC=CC=1>[F:1][C:2]1[C:3]([C:12]#[C:11][CH2:10][CH2:9][C:13]2[O:14][C:15]3[CH:21]=[CH:20][CH:19]=[CH:18][C:16]=3[N:17]=2)=[N:4][CH:5]=[CH:6][CH:7]=1 |^1:34,53|. Procedure details: In a dry reaction tube containing in suspension copper iodide (28 mg, 0.148 mol) and triethylamine (8.30 mL, 59.20 mmol), were added 3-fluoro-2-iodopyridine (660 mg, 2.96 mmol) and Pd(PPh3)2Cl2 (104 mg, 0.148 mmol) under N2. A yellow suspension was obtained. After a 5 minutes of stirring at room temperature, was added a solution 2-(But-3-ynyl)benzo[d]oxazole (compound 8(A), 510 mg, 3 mmol) in triethylamine (0.2 mL) under N2. Immediately the color of the reaction turns to black. The mixture was s... The reactants are COC(=O)CCc1cc(-c2ccc3c(cnn3C)c2)c(OC)cc1OS(=O)(=O)C(F)(F)F, CB(O)O, CCOC(C)=O, [Na+], [Na+], O=C([O-])[O-], CN(C)C=O, O. The product is COC(=O)CCc1cc(-c2ccc3c(cnn3C)c2)c(OC)cc1C. Reaction SMILES: [CH3:1][O:2][c:3]1[cH:4][c:5]([O:25][S:26]([C:27]([F:28])([F:29])[F:30])(=[O:31])=[O:32])[c:6]([CH2:19][CH2:20][C:21](=[O:22])[O:23][CH3:24])[cH:7][c:8]1-[c:9]1[cH:10][c:11]2[cH:12][n:13][n:14]([CH3:18])[c:15]2[cH:16][cH:17]1.[CH3:33][B:34]([OH:35])[OH:36].[CH3:49][CH2:50][O:51][C:52](=[O:53])[CH3:54].[Na+:37].[Na+:38].[O-:39][C:40](=[O:41])[O-:42].[O:44]=[CH:45][N:46]([CH3:47])[CH3:48].[OH2:43]>>[CH3:1][O:2][c:3]1[cH:4][c:5]([CH3:33])[c:6]([CH2:19][CH2:20][C:21](=[O:22])[O:23][CH3:24])[cH:7][c:8]1-[c:9]1[cH:10][c:11]2[cH:12][n:13][n:14]([CH3:18])[c:15]2[cH:16][cH:17]1. Starting materials: COC1=CC=C(OCC[C@@H]2OC(OC2)(C)C)C=C1 ((4S)-4-[2-(4-methoxyphenoxy)ethyl]-2,2-dimethyl-1,3-dioxolane). Solvent: CC(=O)O.O (AcOH water). Yields the product COC1=CC=C(OCC[C@@H](CO)O)C=C1 ((2S)-4-(4-methoxyphenoxy)butane-1,2-diol). RXN SMILES: [CH3:1][O:2][C:3]1[CH:18]=[CH:17][C:6]([O:7][CH2:8][CH2:9][C@H:10]2[CH2:14][O:13]C(C)(C)[O:11]2)=[CH:5][CH:4]=1>CC(O)=O.O>[CH3:1][O:2][C:3]1[CH:18]=[CH:17][C:6]([O:7][CH2:8][CH2:9][C@H:10]([OH:11])[CH2:14][OH:13])=[CH:5][CH:4]=1 |f:1.2|. Procedure details: A solution of (4S)-4-[2-(4-methoxyphenoxy)ethyl]-2,2-dimethyl-1,3-dioxolane (8.2 g, 30.8 mmol) in AcOH/water was stirred at rt for 5 h and concentrated in vacuo. The residue was co-evaporated with toluene (3×) and then pumped under high vacuum to give the desired product. 1H NMR (400 MHz, Acetone-d6): δ7.28 (2 H, d), 6.91 (2 H, d), 4.43 (2 H, s), 3.80 (3 H, s), 3.77 (1H, m), 3.66-3.42 (5 H, m), 1.86-1.76 (1H, m), 1.68-1.60 (1H, m). Reactants: C1CCCCC1, COc1cc(N)cc(OC)c1OC, CCOC(C)=O, Fc1ccccc1Oc1cncc(Cl)n1. Yields the product COc1cc(Nc2cncc(Oc3ccccc3F)n2)cc(OC)c1OC. As a reaction SMILES: [CH2:35]1[CH2:36][CH2:37][CH2:38][CH2:39][CH2:40]1.[CH3:16][O:17][c:18]1[cH:19][c:20]([NH2:21])[cH:22][c:23]([O:27][CH3:28])[c:24]1[O:25][CH3:26].[CH3:29][CH2:30][O:31][C:32]([CH3:33])=[O:34].[Cl:1][c:2]1[n:3][c:4]([O:8][c:9]2[c:10]([F:15])[cH:11][cH:12][cH:13][cH:14]2)[cH:5][n:6][cH:7]1>>[c:2]1([NH:21][c:20]2[cH:19][c:18]([O:17][CH3:16])[c:24]([O:25][CH3:26])[c:23]([O:27][CH3:28])[cH:22]2)[n:3][c:4]([O:8][c:9]2[c:10]([F:15])[cH:11][cH:12][cH:13][cH:14]2)[cH:5][n:6][cH:7]1. The reactants are C(C)OCC (diethyl ether), [H][H] (hydrogen), O=S1(C(=CCC1)C1=CC2=C(NC(=NS2(=O)=O)C2=C(C=3N(N(C2=O)CC2=CC=C(C=C2)F)C=CC3)O)C=C1)=O (3-[7-(1,1-Dioxo-4,5-dihydro-1H-1λ6-thiophen-2-yl)-1,1-dioxo-1,4-dihydro-1λ6-benzo[1,2,4]thiadiazin-3-yl]-1-(4-fluoro-benzyl)-4-hydroxy-pyrrolo[1,2-b]pyridazin-2-one). Reagents/catalysts: [Pd] (Palladium on carbon). Run in CN(C=O)C (N,N-dimethylformamide). Run at time 1 hour. Product: O=S1(C(CCC1)C1=CC2=C(NC(=NS2(=O)=O)C2=C(C=3N(N(C2=O)CC2=CC=C(C=C2)F)C=CC3)O)C=C1)=O (3-[7-(1,1-dioxo-tetrahydro-1λ6-thiophen-2-yl)-1,1-dioxo-1,4-dihydro-1λ6-benzo[1,2,4]thiadiazin-3-yl]-1-(4-fluoro-benzyl)-4-hydroxy-pyrrolo[1,2-b]pyridazin-2-one). The yield is 27.8%. As a reaction SMILES: [O:1]=[S:2]1(=[O:38])[CH2:6][CH2:5][CH:4]=[C:3]1[C:7]1[CH:37]=[CH:36][C:10]2[NH:11][C:12]([C:17]3[C:22](=[O:23])[N:21]([CH2:24][C:25]4[CH:30]=[CH:29][C:28]([F:31])=[CH:27][CH:26]=4)[N:20]4[CH:32]=[CH:33][CH:34]=[C:19]4[C:18]=3[OH:35])=[N:13][S:14](=[O:16])(=[O:15])[C:9]=2[CH:8]=1.[H][H].C(OCC)C>CN(C)C=O.[Pd]>[O:38]=[S:2]1(=[O:1])[CH2:6][CH2:5][CH2:4][CH:3]1[C:7]1[CH:37]=[CH:36][C:10]2[NH:11][C:12]([C:17]3[C:22](=[O:23])[N:21]([CH2:24][C:25]4[CH:30]=[CH:29][C:28]([F:31])=[CH:27][CH:26]=4)[N:20]4[CH:32]=[CH:33][CH:34]=[C:19]4[C:18]=3[OH:35])=[N:13][S:14](=[O:16])(=[O:15])[C:9]=2[CH:8]=1. Procedure details: 3-[7-(1,1-Dioxo-4,5-dihydro-1H-1λ6-thiophen-2-yl)-1,1-dioxo-1,4-dihydro-1λ6-benzo[1,2,4]thiadiazin-3-yl]-1-(4-fluoro-benzyl)-4-hydroxy-pyrrolo[1,2-b]pyridazin-2-one (Example 11b, 0.100 g, 0.180 mmol) was dissolved in N,N-dimethylformamide (15 mL) at 25° C. Palladium on carbon (5%, 0.250 g) was added and the atmosphere in the reaction flask replaced with hydrogen from a balloon. After stirring for 1 h under a hydrogen balloon, the mixture was filtered through Celite. The filtrate was concentrated...